Dataset: the Open Reaction Database (ORD), a public repository of structured organic reaction records. Task: describe an organic reaction: reactants, conditions, products, and yield Starting materials: FC1=CC=C2C(=NN(C2=C1)C)C=1N=C2C(=NC1)NC=C2C(=O)O (2-(6-fluoro-1-methyl-1H-indazol-3-yl)-5H-pyrrolo[2,3-b]pyrazine-7-carboxylic acid), Cl.NC1(CCC(CC1)NC(OC(C)(C)C)=O)C (tert-butyl 4-amino-4-methylcyclohexylcarbamate hydrochloride), CCN=C=NCCCN(C)C (EDCI), C=1C=CC2=C(C1)N=NN2O (HOBT), CCN(C(C)C)C(C)C (DIPEA). Reagents/catalysts: CN(C)C=1C=CN=CC1 (DMAP). The solvent is CN(C)C=O (DMF). Run at time 8 hour. Product: FC1=CC=C2C(=NN(C2=C1)C)C=1N=C2C(=NC1)NC=C2C(=O)NC2(CCC(CC2)NC(OC(C)(C)C)=O)C (tert-butyl 4-(2-(6-fluoro-1-methyl-1H-indazol-3-yl)-5H-pyrrolo[2,3-b]pyrazine-7-carboxamido)-4-methylcyclohexylcarbamate). The yield is 47.9%. As a reaction SMILES: [F:1][C:2]1[CH:10]=[C:9]2[C:5]([C:6]([C:12]3[N:13]=[C:14]4[C:20]([C:21](O)=[O:22])=[CH:19][NH:18][C:15]4=[N:16][CH:17]=3)=[N:7][N:8]2[CH3:11])=[CH:4][CH:3]=1.Cl.[NH2:25][C:26]1([CH3:40])[CH2:31][CH2:30][CH:29]([NH:32][C:33](=[O:39])[O:34][C:35]([CH3:38])([CH3:37])[CH3:36])[CH2:28][CH2:27]1.CCN=C=NCCCN(C)C.C1C=CC2N(O)N=NC=2C=1.CCN(C(C)C)C(C)C>CN(C1C=CN=CC=1)C.CN(C=O)C>[F:1][C:2]1[CH:10]=[C:9]2[C:5]([C:6]([C:12]3[N:13]=[C:14]4[C:20]([C:21]([NH:25][C:26]5([CH3:40])[CH2:31][CH2:30][CH:29]([NH:32][C:33](=[O:39])[O:34][C:35]([CH3:37])([CH3:36])[CH3:38])[CH2:28][CH2:27]5)=[O:22])=[CH:19][NH:18][C:15]4=[N:16][CH:17]=3)=[N:7][N:8]2[CH3:11])=[CH:4][CH:3]=1 |f:1.2|. Reported procedure: A mixture of 2-(6-fluoro-1-methyl-1H-indazol-3-yl)-5H-pyrrolo[2,3-b]pyrazine-7-carboxylic acid (0.08 g, 0.26 mmol), tert-butyl 4-amino-4-methylcyclohexylcarbamate hydrochloride (0.07 g, 0.26 mmol), EDCI (0.076 g, 0.4 mmol), DMAP (0.05 g, 0.4 mmol), HOBT (0.054 g, 0.4 mmol) and DIPEA (0.206 g, 1.6 mmol) in 20 mL of DMF was stirred at room temperature overnight. The solvent was removed under reduced pressure and the residue was passed through a pad of silica gel (200-300 mesh, eluting with a mixtu... Starting materials: C(C1=CC=CC=C1)OC1=C(C=C(C(=O)NC=2C(=CC(=NC2)OC[C@H](C)NC(OC(C)(C)C)=O)Cl)C=C1)F (tert-butyl ((2S)-1-((5-((4-(benzyloxy)-3-fluorobenzoyl)amino)-4-chloropyridin-2-yl)oxy)propan-2-yl)carbamate), C([O-])([O-])=O.[K+].[K+] (potassium carbonate), O (water). Reagents/catalysts: [Cu]I (copper(I) iodide). Run in CN(C)C=O (DMF). Conditions: temperature 160 celsius, time 3 hour. The product is C(C1=CC=CC=C1)OC1=C(C=C(C=C1)C=1OC2=C(C=NC(=C2)OC[C@H](C)NC(OC(C)(C)C)=O)N1)F (tert-butyl ((2S)-1-((2-(4-(benzyloxy)-3-fluorophenyl)[1,3]oxazolo[4,5-c]pyridin-6-yl)oxy)propan-2-yl)carbamate). The yield is 29.4%. Reaction SMILES: [CH2:1]([O:8][C:9]1[CH:36]=[CH:35][C:12]([C:13]([NH:15][C:16]2[C:17](Cl)=[CH:18][C:19]([O:22][CH2:23][C@@H:24]([NH:26][C:27](=[O:33])[O:28][C:29]([CH3:32])([CH3:31])[CH3:30])[CH3:25])=[N:20][CH:21]=2)=[O:14])=[CH:11][C:10]=1[F:37])[C:2]1[CH:7]=[CH:6][CH:5]=[CH:4][CH:3]=1.C(=O)([O-])[O-].[K+].[K+].O>CN(C=O)C.[Cu]I>[CH2:1]([O:8][C:9]1[CH:36]=[CH:35][C:12]([C:13]2[O:14][C:17]3[CH:18]=[C:19]([O:22][CH2:23][C@@H:24]([NH:26][C:27](=[O:33])[O:28][C:29]([CH3:32])([CH3:31])[CH3:30])[CH3:25])[N:20]=[CH:21][C:16]=3[N:15]=2)=[CH:11][C:10]=1[F:37])[C:2]1[CH:7]=[CH:6][CH:5]=[CH:4][CH:3]=1 |f:1.2.3|. Procedure: A suspension of tert-butyl ((2S)-1-((5-((4-(benzyloxy)-3-fluorobenzoyl)amino)-4-chloropyridin-2-yl)oxy)propan-2-yl)carbamate (6.28 g), potassium carbonate (3.28 g) and copper(I) iodide (226 mg) in DMF (40 mL) was stirred at 160° C. for 3 hr under microwave irradiation. To the reaction mixture was added water, and the obtained mixture was extracted with ethyl acetate. The extract was washed with saturated brine, and subjected to silica gel column chromatography (NH, ethyl acetate). The solvent wa...